From a dataset of the Open Reaction Database (ORD), a public repository of structured organic reaction records. describe an organic reaction: reactants, conditions, products, and yield The reactants are C1=C(C=CC=2SC3=C(CCC21)C=CC=C3)CC(=O)O ((10,11-dihydro dibenzo[b,f]thiepin-2-yl)-acetic acid), C(C(=O)Cl)(=O)Cl (oxalyl chloride), O (water), CN(C=O)C (dimethylformamide). Solvent: O1CCCC1 (tetrahydrofuran), O1CCCC1 (tetrahydrofuran). Run at time 14 hour. Product: C1=C(C=CC=2SC3=C(CCC21)C=CC=C3)CC(=O)N ((10,11-dihydro dibenzo[b,f]thiepin-2-yl)-acetamide). The yield is 66.0%. As a reaction SMILES: [CH:1]1[C:11]2[CH2:10][CH2:9][C:8]3[CH:12]=[CH:13][CH:14]=[CH:15][C:7]=3[S:6][C:5]=2[CH:4]=[CH:3][C:2]=1[CH2:16][C:17]([OH:19])=O.C(Cl)(=O)C(Cl)=O.C[N:27](C)C=O.O>O1CCCC1>[CH:1]1[C:11]2[CH2:10][CH2:9][C:8]3[CH:12]=[CH:13][CH:14]=[CH:15][C:7]=3[S:6][C:5]=2[CH:4]=[CH:3][C:2]=1[CH2:16][C:17]([NH2:27])=[O:19]. Reported procedure: To 100 mg of (10,11-dihydro dibenzo[b,f]thiepin-2-yl)-acetic acid in 5 ml of dry tetrahydrofuran were added 0.2 g of oxalyl chloride and a drop of dimethylformamide, and the mixture was stirred with ice cooling under a dry atmosphere for 3 hours. To the mixture was added 5 ml of tetrahydrofuran containing 1% ammonia, and the mixture was stirred under a dry atmosphere at room temperature for 14 hours. After the addition of water, the mixture was extracted with ethyl acetate. The extract was washe... Reactants: Cn1nnc(-c2cc(F)ccc2Br)n1, CN(C)C=O, N#C[Cu]. Product: Cn1nnc(-c2cc(F)ccc2C#N)n1. RXN SMILES: [Br:1][c:2]1[c:3](-[c:9]2[n:10][n:11][n:12]([CH3:14])[n:13]2)[cH:4][c:5]([F:8])[cH:6][cH:7]1.[CH3:18][N:19]([CH3:20])[CH:21]=[O:22].[Cu:15][C:16]#[N:17]>>[c:2]1([C:16]#[N:17])[c:3](-[c:9]2[n:10][n:11][n:12]([CH3:14])[n:13]2)[cH:4][c:5]([F:8])[cH:6][cH:7]1. Starting materials: C(C1=CC=CC=C1)C#N (benzyl cyanide), ICCCCC (1-iodopentane), O (water), [H-].[Na+] (Sodium hydride). Solvent: CS(=O)C (dimethyl-sulfoxide), CS(=O)C (dimethyl-sulfoxide), CCCCCC (hexane). Run at temperature 0 celsius, time 12 hour. Yields the product C1(=CC=CC=C1)C(C#N)CCCCC (2-phenylheptanenitrile). As a reaction SMILES: [H-].[Na+].[CH2:3]([C:10]#[N:11])[C:4]1[CH:9]=[CH:8][CH:7]=[CH:6][CH:5]=1.I[CH2:13][CH2:14][CH2:15][CH2:16][CH3:17].O>CCCCCC.CS(C)=O>[C:4]1([CH:3]([CH2:13][CH2:14][CH2:15][CH2:16][CH3:17])[C:10]#[N:11])[CH:9]=[CH:8][CH:7]=[CH:6][CH:5]=1 |f:0.1|. Procedure: Sodium hydride (2.2 g of 50% w/w slurry in mineral oil, 47.0 mmol) was washed with hexane and dried under vacuum. Dimethylsulfoxide (40 mL) was added, and the mixture was stirred and cooled in an ice bath while a solution of benzyl cyanide (5.0 g, 42.7 mmol) in dimethyl-sulfoxide (10 mL) was added dropwise. The ice bath was removed, and the solution was allowed to stir for 4 hours. The deep red solution was then cooled again to 0° C., and a solution of 1-iodopentane (5.60 mL, 42.7 mmol) in dimet... The reactants are [Si](C)(C)(C(C)(C)C)OC[C@H]1N(C[C@H](C(=C1)C(N(C)C)=O)O)C(=O)OC(C)(C)C ((2S,5S)-tert-butyl 2-((tert-butyldimethylsilyloxy)methyl)-4-(dimethylcarbamoyl)-5-hydroxy-5,6-dihydropyridine-1(2H)-carboxylate), [Si](C)(C)(C(C)(C)C)OC[C@H]1N(C[C@H](C(=C1)C(N(C)C)=O)O)C(=O)OC(C)(C)C ((2S,5S)-tert-butyl 2-((tert-butyldimethylsilyloxy)methyl)-4-(dimethylcarbamoyl)-5-hydroxy-5,6-dihydropyridine-1(2H)-carboxylate), C(C=C)ONS(=O)(=O)C1=C(C=CC=C1)[N+](=O)[O-] (N-(allyloxy)-2-nitrobenzenesulfonamide), C1(=CC=CC=C1)P(C1=CC=CC=C1)C1=CC=CC=C1 (triphenylphosphine), N(=N\C(=O)OC(C)C)/C(=O)OC(C)C ((E)-diisopropyl diazene-1,2-dicarboxylate). Solvent: C1(=CC=CC=C1)C (toluene). Conditions: time 2 hour. Yields the product C(C=C)ON(S(=O)(=O)C1=C(C=CC=C1)[N+](=O)[O-])[C@@H]1C(=C[C@H](N(C1)C(=O)OC(C)(C)C)CO[Si](C)(C)C(C)(C)C)C(N(C)C)=O ((2S,5R)-tert-butyl 5-(N-(allyloxy)-2-nitrophenylsulfonamido)-2-((tert-butyldimethylsilyloxy)methyl)-4-(dimethylcarbamoyl)-5,6-dihydropyridine-1(2H)-carboxylate). The yield is 82.0%. Reaction SMILES: [Si:1]([O:8][CH2:9][C@@H:10]1[CH:15]=[C:14]([C:16](=[O:20])[N:17]([CH3:19])[CH3:18])[C@H:13](O)[CH2:12][N:11]1[C:22]([O:24][C:25]([CH3:28])([CH3:27])[CH3:26])=[O:23])([C:4]([CH3:7])([CH3:6])[CH3:5])([CH3:3])[CH3:2].[CH2:29]([O:32][NH:33][S:34]([C:37]1[CH:42]=[CH:41][CH:40]=[CH:39][C:38]=1[N+:43]([O-:45])=[O:44])(=[O:36])=[O:35])[CH:30]=[CH2:31].C1(P(C2C=CC=CC=2)C2C=CC=CC=2)C=CC=CC=1.N(/C(OC(C)C)=O)=N\C(OC(C)C)=O>C1(C)C=CC=CC=1>[CH2:29]([O:32][N:33]([C@H:13]1[CH2:12][N:11]([C:22]([O:24][C:25]([CH3:28])([CH3:27])[CH3:26])=[O:23])[C@H:10]([CH2:9][O:8][Si:1]([C:4]([CH3:6])([CH3:7])[CH3:5])([CH3:3])[CH3:2])[CH:15]=[C:14]1[C:16](=[O:20])[N:17]([CH3:19])[CH3:18])[S:34]([C:37]1[CH:42]=[CH:41][CH:40]=[CH:39][C:38]=1[N+:43]([O-:45])=[O:44])(=[O:36])=[O:35])[CH:30]=[CH2:31]. Procedure details: A stirred suspension of (2S,5S)-tert-butyl 2-((tert-butyldimethylsilyloxy)methyl)-4-(dimethylcarbamoyl)-5-hydroxy-5,6-dihydropyridine-1(2H)-carboxylate (Intermediate 137, 3.09 g, 7.45 mmol), N-(allyloxy)-2-nitrobenzenesulfonamide (2.348 g, 9.09 mmol) and triphenylphosphine (2.150 g, 8.20 mmol) in toluene (65 mL) was cooled in a salt-ice-bath and then (E)-diisopropyl diazene-1,2-dicarboxylate (1.588 mL, 8.20 mmol) was added dropwise. The reaction was let warm up to rt and was stirred for an addit... Starting materials: C(C)OC(COC(C1=CC=C(C=C1)OC)=O)OCC (4-Methoxy-benzoic acid 2,2-diethoxy-ethyl ester), C(=O)(C(F)(F)F)O (TFA), O (water). The solvent is C(Cl)Cl (Cl2CH2). Reaction conditions: time 3.5 hour. Product: O=CCOC(C1=CC=C(C=C1)OC)=O (4-methoxybenzoic acid 2-oxo-ethyl ester). The yield is 100.0%. RXN SMILES: C([O:3][CH:4](OCC)[CH2:5][O:6][C:7](=[O:16])[C:8]1[CH:13]=[CH:12][C:11]([O:14][CH3:15])=[CH:10][CH:9]=1)C.C(O)(C(F)(F)F)=O.O>C(Cl)Cl>[O:3]=[CH:4][CH2:5][O:6][C:7](=[O:16])[C:8]1[CH:13]=[CH:12][C:11]([O:14][CH3:15])=[CH:10][CH:9]=1. Procedure: A solution of 4-methoxybenzoic acid 2,2-diethoxy-ethyl ester (2b, 7.5 g, 28 mmol) in Cl2CH2 (75 ml) was treated with TFA (16.7 g, 11.3 ml, 140 mmol) and water (7.5 g, 7.5 ml, 28 mmol). The homogeneous solution was stirred for 3.5 hours at room temperature until GC showed complete reaction. The solution was concentrated in vacuo at 40° C. and then diluted with hexane and concentrated in vacuo several times to remove traces of TFA. The product, 4-methoxybenzoic acid 2-oxo-ethyl ester (2c, 5.9 g, 2... Reactants: O=C(NCCCc1cccc(C#CC2(O)CCCCCC2)c1)C(F)(F)F, [K+], [K+], O=C([O-])[O-]. Yields the product O=C(NCCCc1cccc(CCC2(O)CCCCCC2)c1)C(F)(F)F. RXN SMILES: [F:1][C:2]([C:3](=[O:4])[NH:5][CH2:6][CH2:7][CH2:8][c:9]1[cH:10][c:11]([C:15]#[C:16][C:17]2([OH:24])[CH2:18][CH2:19][CH2:20][CH2:21][CH2:22][CH2:23]2)[cH:12][cH:13][cH:14]1)([F:25])[F:26].[K+:27].[K+:28].[O-:29][C:30]([O-:31])=[O:32]>>[F:1][C:2]([C:3](=[O:4])[NH:5][CH2:6][CH2:7][CH2:8][c:9]1[cH:10][c:11]([CH2:15][CH2:16][C:17]2([OH:24])[CH2:18][CH2:19][CH2:20][CH2:21][CH2:22][CH2:23]2)[cH:12][cH:13][cH:14]1)([F:25])[F:26]. The reactants are NC1=C2N(C(NC2=NC(=N1)C1=NN(C2=NC=CC=C21)CC2=C(C=CC=C2)F)=O)CC(F)(F)F (6-Amino-2-[1-(2-fluorobenzyl)-1H-pyrazolo[3,4-b]pyridin-3-yl]-7-(2,2,2-trifluoroethyl)-7,9-dihydro-8H-purin-8-one), N(=O)OC(C)(C)C (tert-butyl nitrite), O (water). Solvent: CN(C=O)C (dimethylformamide), CN(C=O)C (dimethylformamide). Reaction conditions: temperature 65 celsius. The product is FC1=C(CN2N=C(C=3C2=NC=CC3)C3=NC=C2N(C(NC2=N3)=O)CC(F)(F)F)C=CC=C1 (2-[1-(2-Fluorobenzyl)-1H-pyrazolo[3,4-b]pyridin-3-yl]-7-(2,2,2-trifluoroethyl)-7,9-dihydro-8H-purin-8-one). The yield is 10.3%. Reaction SMILES: N(OC(C)(C)C)=O.N[C:9]1[N:17]=[C:16]([C:18]2[C:26]3[C:21](=[N:22][CH:23]=[CH:24][CH:25]=3)[N:20]([CH2:27][C:28]3[CH:33]=[CH:32][CH:31]=[CH:30][C:29]=3[F:34])[N:19]=2)[N:15]=[C:14]2[C:10]=1[N:11]([CH2:36][C:37]([F:40])([F:39])[F:38])[C:12](=[O:35])[NH:13]2.O>CN(C)C=O>[F:34][C:29]1[CH:30]=[CH:31][CH:32]=[CH:33][C:28]=1[CH2:27][N:20]1[C:21]2=[N:22][CH:23]=[CH:24][CH:25]=[C:26]2[C:18]([C:16]2[N:15]=[C:14]3[C:10]([N:11]([CH2:36][C:37]([F:38])([F:39])[F:40])[C:12](=[O:35])[NH:13]3)=[CH:9][N:17]=2)=[N:19]1. Reported procedure: 447 mg (4.337 mmol) of tert-butyl nitrite were dissolved in 20 ml of dry dimethylformamide, and 994 mg (2.169 mmol) of the compound from example 44 dissolved in 15 ml of dimethylformamide were added at 65° C. by means of a syringe pump within 1 h. After stirring at 65° C. for a further hour, 40 ml of water were added, forming a precipitate. The precipitate was filtered off and purified by means of preparative HPLC (eluent: water/acetonitrile/water with 1% trifluoroacetic acid, gradient 68:15:17→...